From a dataset of the Open Reaction Database (ORD), a public repository of structured organic reaction records. describe an organic reaction: reactants, conditions, products, and yield Starting materials: CC(CC(=O)O)CC(C)(C)C (3,5,5-trimethyl-hexanoic acid), C(CCCCCCCCCC(C)C)O (isotridecyl alcohol). Yields the product C(CCCCCCCCCC(C)C)OC(CC(CC(C)(C)C)C)=O (3,5,5-trimethylhexanoic acid-isotridecyl ester). Reaction SMILES: [CH3:1][CH:2]([CH2:7][C:8]([CH3:11])([CH3:10])[CH3:9])[CH2:3][C:4]([OH:6])=[O:5].[CH2:12](O)[CH2:13][CH2:14][CH2:15][CH2:16][CH2:17][CH2:18][CH2:19][CH2:20][CH2:21][CH:22]([CH3:24])[CH3:23]>>[CH2:12]([O:5][C:4](=[O:6])[CH2:3][CH:2]([CH3:1])[CH2:7][C:8]([CH3:10])([CH3:9])[CH3:11])[CH2:13][CH2:14][CH2:15][CH2:16][CH2:17][CH2:18][CH2:19][CH2:20][CH2:21][CH:22]([CH3:23])[CH3:24]. Procedure details: Preparation according to Example 3 from 3,5,5-trimethyl-hexanoic acid and isotridecyl alcohol (mixture of methyl branched primary tridecanols from Hoechst); colorless liquid of medium viscosity; Procedure: 1.98×10-2 mol of potassium carbonate, 1.33×10-2 mol of N-[2-(5-hydroxyindol-3-yl)ethyl]cyclopropylcarboxamide dissolved in 20 cm3 of anhydrous acetone, and 2.1×10-2 mol of 3-bromocyclohexene are introduced into a 50 cm3 flask with a ground neck. The mixture is heated under reflux for 22 hours. The reaction medium is filtered and the filtrate is evaporated under reduced pressure Recrystallisation of the evaporation residue in ethyl acetate yields purified N-{2-[5-(cyclohexen-3-yloxy)indol-3-yl]et... The product is C1=CC(CCC1)OC=1C=C2C(=CNC2=CC1)CCNC(=O)C1CC1 (N-{2-[5-(CYCLOHEXEN-3-YLOXY)INDOL-3-YL]-ETHYL}-CYCLOPROPYLCARBOXAMIDE). RXN SMILES: C(=O)([O-])[O-].[K+].[K+].[OH:7][C:8]1[CH:9]=[C:10]2[C:14](=[CH:15][CH:16]=1)[NH:13][CH:12]=[C:11]2[CH2:17][CH2:18][NH:19][C:20]([CH:22]1[CH2:24][CH2:23]1)=[O:21].Br[CH:26]1[CH2:31][CH2:30][CH2:29][CH:28]=[CH:27]1>CC(C)=O>[CH:26]1[CH2:31][CH2:30][CH2:29][CH:28]([O:7][C:8]2[CH:9]=[C:10]3[C:14](=[CH:15][CH:16]=2)[NH:13][CH:12]=[C:11]3[CH2:17][CH2:18][NH:19][C:20]([CH:22]2[CH2:24][CH2:23]2)=[O:21])[CH:27]=1 |f:0.1.2|. Reactants: C([O-])([O-])=O.[K+].[K+] (potassium carbonate), OC=1C=C2C(=CNC2=CC1)CCNC(=O)C1CC1 (N-[2-(5-hydroxyindol-3-yl)ethyl]cyclopropylcarboxamide), BrC1C=CCCC1 (3-bromocyclohexene). Run in CC(=O)C (acetone). Reactants: c1ccc(CC2CCNCC2)cc1, CCN(C(C)C)C(C)C, ClC(Cl)Cl, ClCc1ccnc(-c2ccccc2)n1. Product: c1ccc(CC2CCN(Cc3ccnc(-c4ccccc4)n3)CC2)cc1. Reaction SMILES: [CH2:15]([c:16]1[cH:17][cH:18][cH:19][cH:20][cH:21]1)[CH:22]1[CH2:23][CH2:24][NH:25][CH2:26][CH2:27]1.[CH:28]([N:29]([CH2:30][CH3:31])[CH:32]([CH3:33])[CH3:34])([CH3:35])[CH3:36].[CH:37]([Cl:38])([Cl:39])[Cl:40].[c:1]1(-[c:7]2[n:8][cH:9][cH:10][c:11]([CH2:13][Cl:14])[n:12]2)[cH:2][cH:3][cH:4][cH:5][cH:6]1>>[c:1]1(-[c:7]2[n:8][cH:9][cH:10][c:11]([CH2:13][N:25]3[CH2:24][CH2:23][CH:22]([CH2:15][c:16]4[cH:17][cH:18][cH:19][cH:20][cH:21]4)[CH2:27][CH2:26]3)[n:12]2)[cH:2][cH:3][cH:4][cH:5][cH:6]1. The reactants are FC=1C=C2C(=CC=3N(C2=CC1)C(=NN3)C)C3=C(C=CC=C3)Cl (7-fluoro-1-methyl-5-(o-chlorophenyl)-s-triazolo[4,3-a]quinoline), I(=O)(=O)(=O)[O-].[Na+] (sodium periodate). The reagents and catalysts are [Ru](=O)=O (ruthenium dioxide). Yields the product FC=1C=CC(=C(C(=O)C2=C(C=CC=C2)Cl)C1)N1C(=NN=C1)C (5-fluoro-2'-chloro-2-(3-methyl-4H-1,2,4-triazol-4-yl)benzophenone). Reaction SMILES: [F:1][C:2]1[CH:3]=[C:4]2[C:9](=[CH:10][CH:11]=1)[N:8]1[C:12](C)=[N:13][N:14]=[C:7]1[CH:6]=[C:5]2[C:16]1[CH:21]=[CH:20][CH:19]=[CH:18][C:17]=1[Cl:22].I([O-])(=O)(=O)=[O:24].[Na+]>[Ru](=O)=O>[F:1][C:2]1[CH:11]=[CH:10][C:9]([N:8]2[CH:12]=[N:13][N:14]=[C:7]2[CH3:6])=[C:4]([CH:3]=1)[C:5]([C:16]1[CH:21]=[CH:20][CH:19]=[CH:18][C:17]=1[Cl:22])=[O:24] |f:1.2|. Reported procedure: In the manner given in Example 3, 7-fluoro-1-methyl-5-(o-chlorophenyl)-s-triazolo[4,3-a]quinoline is oxidized at low temperature with sodium periodate and ruthenium dioxide to give 5-fluoro-2'-chloro-2-(3-methyl-4H-1,2,4-triazol-4-yl)benzophenone. The reactants are CCO, Cl, Nc1ccc(Oc2cccc(C(F)(F)F)c2)c(F)c1, CCC[N+](=O)[O-], O=N[O-], [Na+], [Na+], [OH-], O. Product: CCC(=NNc1ccc(Oc2cccc(C(F)(F)F)c2)c(F)c1)[N+](=O)[O-]. Reaction SMILES: [CH3:33][CH2:34][OH:35].[ClH:20].[F:1][c:2]1[cH:3][c:4]([NH2:5])[cH:6][cH:7][c:8]1[O:9][c:10]1[cH:11][c:12]([C:16]([F:17])([F:18])[F:19])[cH:13][cH:14][cH:15]1.[N+:25]([O-:26])(=[O:27])[CH2:28][CH2:29][CH3:30].[N:21](=[O:22])[O-:23].[Na+:24].[Na+:32].[OH-:31].[OH2:36]>>[F:1][c:2]1[cH:3][c:4]([NH:5][N:25]=[C:28]([N+:21](=[O:22])[O-:23])[CH2:29][CH3:30])[cH:6][cH:7][c:8]1[O:9][c:10]1[cH:11][c:12]([C:16]([F:17])([F:18])[F:19])[cH:13][cH:14][cH:15]1. The reactants are C1(=CC(=CC=C1)C(=O)C1=CC=C(C=C1)Br)C1=CC=CC=C1 (Biphenyl-3-yl(4-bromophenyl)methanone), C1(=CC=CC=C1)NC1=CC=CC=C1 (diphenylamine), P(C(C)(C)C)(C(C)(C)C)C(C)(C)C (P(t-Bu)3). The reagents and catalysts are [Pd].[Pd].CC(=O)C (acetone dipalladium). Run in C1(=CC=CC=C1)C (toluene). Conditions: time 24 hour. Product: C1(=CC(=CC=C1)C(=O)C1=CC=C(C=C1)N(C1=CC=CC=C1)C1=CC=CC=C1)C1=CC=CC=C1 (biphenyl-3-yl(4-(diphenylamino)phenyl)methanone). The yield is 80.8%. RXN SMILES: [C:1]1([C:16]2[CH:21]=[CH:20][CH:19]=[CH:18][CH:17]=2)[CH:6]=[CH:5][CH:4]=[C:3]([C:7]([C:9]2[CH:14]=[CH:13][C:12](Br)=[CH:11][CH:10]=2)=[O:8])[CH:2]=1.[C:22]1([NH:28][C:29]2[CH:34]=[CH:33][CH:32]=[CH:31][CH:30]=2)[CH:27]=[CH:26][CH:25]=[CH:24][CH:23]=1.P(C(C)(C)C)(C(C)(C)C)C(C)(C)C>C1(C)C=CC=CC=1.[Pd].[Pd].CC(C)=O>[C:1]1([C:16]2[CH:21]=[CH:20][CH:19]=[CH:18][CH:17]=2)[CH:6]=[CH:5][CH:4]=[C:3]([C:7]([C:9]2[CH:14]=[CH:13][C:12]([N:28]([C:29]3[CH:30]=[CH:31][CH:32]=[CH:33][CH:34]=3)[C:22]3[CH:27]=[CH:26][CH:25]=[CH:24][CH:23]=3)=[CH:11][CH:10]=2)=[O:8])[CH:2]=1 |f:4.5.6|. Reported procedure: Biphenyl-3-yl(4-bromophenyl)methanone (5.0 g, 14.83 mmol) and diphenylamine (3.8 g, 22.2 mmol) were dissolved in toluene (150 mL) under a nitrogen atmosphere, and then tris(benzylidine acetone dipalladium) (0.3 g, 0.3 mmol) was added thereto under nitrogen. Also, P(t-Bu)3 (0.3 g, 1.5 mmol) was added to the reaction mixture solution, followed by addition of NaOBut (4.3 g, 44.5 mmol). The reaction mixture solution was refluxed and stirred for 24 hours. After the reaction was over, the reaction mix... The reactants are CCOC(=O)c1c(-c2ccc(F)cc2)n(C)n(-c2ccc(C#N)cc2)c1=O, CN1CCNCC1, CCOC(C)=O. The product is CCOC(=O)c1c(-c2ccc(N3CCN(C)CC3)cc2)n(C)n(-c2ccc(C#N)cc2)c1=O. Reaction SMILES: [C:1](#[N:2])[c:3]1[cH:4][cH:5][c:6](-[n:9]2[n:10]([CH3:27])[c:11](-[c:20]3[cH:21][cH:22][c:23]([F:26])[cH:24][cH:25]3)[c:12]([C:15](=[O:16])[O:17][CH2:18][CH3:19])[c:13]2=[O:14])[cH:7][cH:8]1.[CH3:28][N:29]1[CH2:30][CH2:31][NH:32][CH2:33][CH2:34]1.[CH3:35][CH2:36][O:37][C:38](=[O:39])[CH3:40]>>[C:1](#[N:2])[c:3]1[cH:4][cH:5][c:6](-[n:9]2[n:10]([CH3:27])[c:11](-[c:20]3[cH:21][cH:22][c:23]([N:32]4[CH2:31][CH2:30][N:29]([CH3:28])[CH2:34][CH2:33]4)[cH:24][cH:25]3)[c:12]([C:15](=[O:16])[O:17][CH2:18][CH3:19])[c:13]2=[O:14])[cH:7][cH:8]1.